This data is from the Open Reaction Database (ORD), a public repository of structured organic reaction records. The task is: describe an organic reaction: reactants, conditions, products, and yield Starting materials: C(C1=CC=CC=C1)OC(=O)N1CCC(CC1)CCC[C@@H](C(=O)OCC)N[C@H]1CSC2=C(N(C1=O)CC(=O)OC(C)(C)C)C=CC=C2 (tert-butyl 3(R)-[4-(1-benzyloxycarbonyl-4-piperidyl)-1(S)-ethoxycarbonylbutyl]amino-4-oxo-2,3,4,5-tetrahydro-1,5-benzothiazepine-5-acetate), Br.C(C)(=O)O (hydrogen bromide acetic acid), C(C)OCC (Ethyl ether). The solvent is C(C)(=O)O (acetic acid). Conditions: time 1.5 hour. The product is Br.Br.C(C)OC(=O)[C@H](CCCC1CCNCC1)N[C@H]1CSC2=C(N(C1=O)CC(=O)O)C=CC=C2 (3(R)-[1(S)-ethoxycarbonyl-4-(4-piperidyl)butyl]amino-4-oxo-2,3,4,5-tetrahydro-1,5-benzothiazepine-5-acetic acid.dihydrobromide). As a reaction SMILES: C(OC([N:11]1[CH2:16][CH2:15][CH:14]([CH2:17][CH2:18][CH2:19][C@H:20]([NH:26][C@@H:27]2[C:33](=[O:34])[N:32]([CH2:35][C:36]([O:38]C(C)(C)C)=[O:37])[C:31]3[CH:43]=[CH:44][CH:45]=[CH:46][C:30]=3[S:29][CH2:28]2)[C:21]([O:23][CH2:24][CH3:25])=[O:22])[CH2:13][CH2:12]1)=O)C1C=CC=CC=1.[BrH:47].C(O)(=O)C.C(OCC)C>C(O)(=O)C>[BrH:47].[BrH:47].[CH2:24]([O:23][C:21]([C@@H:20]([NH:26][C@@H:27]1[C:33](=[O:34])[N:32]([CH2:35][C:36]([OH:38])=[O:37])[C:31]2[CH:43]=[CH:44][CH:45]=[CH:46][C:30]=2[S:29][CH2:28]1)[CH2:19][CH2:18][CH2:17][CH:14]1[CH2:13][CH2:12][NH:11][CH2:16][CH2:15]1)=[O:22])[CH3:25] |f:1.2,5.6.7|. Procedure details: In 2 ml of acetic acid is dissolved 0.8 g of tert-butyl 3(R)-[4-(1-benzyloxycarbonyl-4-piperidyl)-1(S)-ethoxycarbonylbutyl]amino-4-oxo-2,3,4,5-tetrahydro-1,5-benzothiazepine-5-acetate, and 3 ml of 30% hydrogen bromide-acetic acid solution is added to the solution, followed by allowing the mixture to stand at room temperature for 1.5 hours. Ethyl ether (50 ml) is added to the reaction solution, which is then allowed to stand. The supernatant is decanted, and the precipitate is washed with ethyl e... Reactants: ClC1=CC=C(C=C1)C(N1CC(C1)=CS(=O)(=O)CC=1C=C(C(=O)O)C=CC1)C1=CC=C(C=C1)Cl (3-({1-[bis(4-chlorophenyl)methyl]azetidin-3-ylidene}methanesulfonylmethyl)benzoic acid), resin, NCC1N(CCC1)CC (2-(aminomethyl)-N-ethylpyrrolidine). The product is ClC1=CC=C(C=C1)C(N1CC(C1)=CS(=O)(=O)CC=1C=C(C(=O)NCC2N(CCC2)CC)C=CC1)C1=CC=C(C=C1)Cl (3-({1-[bis(4-chlorophenyl)methyl]azetidin-3-ylidene}methanesulfonylmethyl)-N-(1-ethylpyrrolidin-2-ylmethyl)benzamide). Reaction SMILES: [Cl:1][C:2]1[CH:7]=[CH:6][C:5]([CH:8]([C:27]2[CH:32]=[CH:31][C:30]([Cl:33])=[CH:29][CH:28]=2)[N:9]2[CH2:12][C:11](=[CH:13][S:14]([CH2:17][C:18]3[CH:19]=[C:20]([CH:24]=[CH:25][CH:26]=3)[C:21](O)=[O:22])(=[O:16])=[O:15])[CH2:10]2)=[CH:4][CH:3]=1.[NH2:34][CH2:35][CH:36]1[CH2:40][CH2:39][CH2:38][N:37]1[CH2:41][CH3:42]>>[Cl:33][C:30]1[CH:31]=[CH:32][C:27]([CH:8]([C:5]2[CH:4]=[CH:3][C:2]([Cl:1])=[CH:7][CH:6]=2)[N:9]2[CH2:10][C:11](=[CH:13][S:14]([CH2:17][C:18]3[CH:19]=[C:20]([CH:24]=[CH:25][CH:26]=3)[C:21]([NH:34][CH2:35][CH:36]3[CH2:40][CH2:39][CH2:38][N:37]3[CH2:41][CH3:42])=[O:22])(=[O:15])=[O:16])[CH2:12]2)=[CH:28][CH:29]=1. Procedure details: The operation is carried out under the conditions described in Example 124 starting with 150 mg of activated 3-({1-[bis(4-chlorophenyl)methyl]azetidin-3-ylidene}methanesulfonylmethyl)benzoic acid on TFP resin (165 μM) and 0.0396 cm3 of 2-(aminomethyl)-N-ethylpyrrolidine. 58 mg of 3-({1-[bis(4-chlorophenyl)methyl]azetidin-3-ylidene}methanesulfonylmethyl)-N-(1-ethylpyrrolidin-2-ylmethyl)benzamide are thus obtained in the form of an ochre-colored foam.